Dataset: the Open Reaction Database (ORD), a public repository of structured organic reaction records. Task: describe an organic reaction: reactants, conditions, products, and yield The reactants are FC(C(=O)O)(F)F.ClC=1C=NC=2NC=3C=CC=C(CCC4=C(C=CC(NC1N2)=C4)CO)C3 ([6-chloro-2,4,8,22-tetraazatetracyclo[14.3.1.1(3,7).1(9,13)]docosa-1(20),3(22),4,6,9(21),10,12,16,18-nonaen-12-yl]methanol trifluoroacetate), N[C@H]1CN(CC1)C(=O)OC(C)(C)C (tert-butyl (3R)-3-aminopyrrolidine-1-carboxylate). Yields the product FC(C(=O)O)(F)F.FC(C(=O)O)(F)F.ClC=1C=NC=2NC=3C=CC=C(CCC4=C(C=CC(NC1N2)=C4)CN[C@H]4CN(CC4)C(=O)OC(C)(C)C)C3 (tert-Butyl (3R)-3-({[6-chloro-2,4,8,22-tetraazatetracyclo[14.3.1.1(3,7).1(9,13)]docosa-1(20),3(22),4,6,9(21),10,12,16,18-nonaen-12-yl]methyl}amino)pyrrolidine-1-carboxylate bis(trifluoroacetate)). Isolated yield 52.0%. Reaction SMILES: [F:1][C:2]([F:7])([F:6])[C:3]([OH:5])=[O:4].[Cl:8][C:9]1[CH:10]=[N:11][C:12]2[NH:13][C:14]3[CH:15]=[CH:16][CH:17]=[C:18]([CH:32]=3)[CH2:19][CH2:20][C:21]3[CH:29]=[C:25]([NH:26][C:27]=1[N:28]=2)[CH:24]=[CH:23][C:22]=3[CH2:30]O.[NH2:33][C@@H:34]1[CH2:38][CH2:37][N:36]([C:39]([O:41][C:42]([CH3:45])([CH3:44])[CH3:43])=[O:40])[CH2:35]1>>[F:1][C:2]([F:7])([F:6])[C:3]([OH:5])=[O:4].[F:1][C:2]([F:7])([F:6])[C:3]([OH:5])=[O:4].[Cl:8][C:9]1[CH:10]=[N:11][C:12]2[NH:13][C:14]3[CH:15]=[CH:16][CH:17]=[C:18]([CH:32]=3)[CH2:19][CH2:20][C:21]3[CH:29]=[C:25]([NH:26][C:27]=1[N:28]=2)[CH:24]=[CH:23][C:22]=3[CH2:30][NH:33][C@@H:34]1[CH2:38][CH2:37][N:36]([C:39]([O:41][C:42]([CH3:45])([CH3:44])[CH3:43])=[O:40])[CH2:35]1 |f:0.1,3.4.5|. Procedure: The desired compound was prepared according to the procedure of Example B191 step A, using [6-chloro-2,4,8,22-tetraazatetracyclo[14.3.1.1(3,7).1(9,13)]docosa-1(20),3(22),4,6,9(21),10,12,16,18-nonaen-12-yl]methanol trifluoroacetate and tert-butyl (3R)-3-aminopyrrolidine-1-carboxylate as the starting materials in 52% yield. LCMS for C28H34ClN6O2(M+H)+: m/z=521.3. The reactants are CCC(CC)(c1ccc(OCC2CCC(=O)O2)c(C)c1)c1ccc(-c2ccc(C(C)(C)O)o2)c(C)c1, CO, [K+], [OH-], O. The product is CCC(CC)(c1ccc(OCC(O)CCC(=O)O)c(C)c1)c1ccc(-c2ccc(C(C)(C)O)o2)c(C)c1. Reaction SMILES: [CH2:4]([CH3:5])[C:6]([CH2:7][CH3:8])([c:9]1[cH:10][c:11]([CH3:24])[c:12](-[c:15]2[o:16][c:17]([C:20]([CH3:21])([CH3:22])[OH:23])[cH:18][cH:19]2)[cH:13][cH:14]1)[c:25]1[cH:26][c:27]([CH3:39])[c:28]([O:29][CH2:30][CH:31]2[CH2:32][CH2:33][C:34](=[O:36])[O:35]2)[cH:37][cH:38]1.[CH3:40][OH:41].[K+:2].[OH-:1].[OH2:3]>>[O:1]=[C:34]([CH2:33][CH2:32][CH:31]([CH2:30][O:29][c:28]1[c:27]([CH3:39])[cH:26][c:25]([C:6]([CH2:4][CH3:5])([CH2:7][CH3:8])[c:9]2[cH:10][c:11]([CH3:24])[c:12](-[c:15]3[o:16][c:17]([C:20]([CH3:21])([CH3:22])[OH:23])[cH:18][cH:19]3)[cH:13][cH:14]2)[cH:38][cH:37]1)[OH:35])[OH:36]. Starting materials: CO, CN(C)CCOc1cnc([N+](=O)[O-])cn1. Product: CN(C)CCOc1cnc(N)cn1. RXN SMILES: [CH3:16][OH:17].[CH3:1][N:2]([CH2:3][CH2:4][O:5][c:6]1[n:7][cH:8][c:9]([N+:12]([O-:13])=[O:14])[n:10][cH:11]1)[CH3:15]>>[CH3:1][N:2]([CH2:3][CH2:4][O:5][c:6]1[n:7][cH:8][c:9]([NH2:12])[n:10][cH:11]1)[CH3:15]. The reactants are Fc1ccc2[nH]cc(CCBr)c2c1, CCN(C(C)C)C(C)C, ClC(Cl)Cl, c1ccc2[nH]cnc2c1. Yields the product Fc1ccc2[nH]cc(CCn3cnc4ccccc43)c2c1. Reaction SMILES: [Br:1][CH2:2][CH2:3][c:4]1[cH:5][nH:6][c:7]2[cH:8][cH:9][c:10]([F:13])[cH:11][c:12]12.[CH2:23]([N:24]([CH:25]([CH3:26])[CH3:27])[CH:28]([CH3:29])[CH3:30])[CH3:31].[CH:32]([Cl:33])([Cl:34])[Cl:35].[n:14]1[cH:15][nH:16][c:17]2[c:18]1[cH:19][cH:20][cH:21][cH:22]2>>[CH2:2]([CH2:3][c:4]1[cH:5][nH:6][c:7]2[cH:8][cH:9][c:10]([F:13])[cH:11][c:12]12)[n:14]1[cH:15][n:16][c:17]2[c:18]1[cH:19][cH:20][cH:21][cH:22]2. The reactants are S(=O)(C1=CC=C(C=C1)O)C1=CC=C(C=C1)O (4,4′-sulfinyldiphenol), C([O-])([O-])=O.[K+].[K+] (potassium carbonate), BrCCOCCOC (1-bromo-2-(2-methoxyethoxy)ethane). Reagents/catalysts: CN(CCN(C)C)C (tetramethylethylenediamine). The solvent is C(C)(=O)OCC (ethyl acetate), CS(=O)C (DMSO). Conditions: time 30 minute. The product is S(=O)(C1=CC=C(C=C1)OCCOCCOC)C1=CC=C(C=C1)OCCOCCOC (4,4′-sulfinylbis((2-(2-methoxyethoxy)ethoxy)benzene)). The yield is 85098.1%. Reaction SMILES: [S:1]([C:10]1[CH:15]=[CH:14][C:13]([OH:16])=[CH:12][CH:11]=1)([C:3]1[CH:8]=[CH:7][C:6]([OH:9])=[CH:5][CH:4]=1)=[O:2].[C:17](=[O:20])([O-])[O-].[K+].[K+].Br[CH2:24][CH2:25][O:26][CH2:27][CH2:28][O:29][CH3:30]>CS(C)=O.C(OCC)(=O)C.CN(C)CCN(C)C>[S:1]([C:10]1[CH:15]=[CH:14][C:13]([O:16][CH2:24][CH2:25][O:26][CH2:27][CH2:28][O:20][CH3:17])=[CH:12][CH:11]=1)([C:3]1[CH:8]=[CH:7][C:6]([O:9][CH2:24][CH2:25][O:26][CH2:27][CH2:28][O:29][CH3:30])=[CH:5][CH:4]=1)=[O:2] |f:1.2.3|. Reported procedure: 4,4′-sulfinyldiphenol (20.0 g, 85.0 mmol), potassium carbonate (26.6 g, 0.192 mol, 2.26 eq) and tetramethylethylenediamine (0.495 g, 4.25 mmol, 0.05 eq) were dissolved in DMSO (100 mL) and stirred at r.t. for 30 minutes. Then 1-bromo-2-(2-methoxyethoxy)ethane (32.67 g, 0.179 mmol, 2.1 eq) was added, the solution heated to 90° C. for 18 h and cooled to r.t. The reaction mixture was diluted with ethyl acetate (600 mL), washed with water (5×500 mL), dried (Na2SO4) and concentrated in vacuo to affor... Starting materials: CN1N=CC=C1[Sn](CCCC)(CCCC)CCCC (1-methyl-5-(tributylstannyl)-1H-pyrazole), BrC1=CC=C(C=C1)C(C(F)F)(CC=1N(C=C(N1)CC(C)(C)C)C(C1=CC=CC=C1)(C1=CC=CC=C1)C1=CC=CC=C1)O (2-(4-bromophenyl)-3-[4-(2,2-dimethylpropyl)-1-trityl-1H-imidazol-2-yl]-1,1-difluoropropan-2-ol), [F-].[Cs+] (cesium fluoride). Reagents/catalysts: [Pd](Cl)Cl.C1(=CC=CC=C1)P(C1=CC=CC=C1)C1=CC=CC=C1.C1(=CC=CC=C1)P(C1=CC=CC=C1)C1=CC=CC=C1 (Bis(triphenylphosphine) palladium (II) chloride). The solvent is O1CCCC1 (tetrahydrofuran). Run at temperature 75 celsius, time 8 hour. Yields the product CC(CC=1N=C(N(C1)C(C1=CC=CC=C1)(C1=CC=CC=C1)C1=CC=CC=C1)CC(C(F)F)(O)C1=CC=C(C=C1)C1=CC=NN1C)(C)C (3-[4-(2,2-dimethylpropyl)-1-trityl-1H-imidazol-2-yl]-1,1-difluoro-2-[4-(1-methyl-1H-pyrazol-5-yl)phenyl]propan-2-ol). Reaction SMILES: [CH3:1][N:2]1[C:6]([Sn](CCCC)(CCCC)CCCC)=[CH:5][CH:4]=[N:3]1.Br[C:21]1[CH:26]=[CH:25][C:24]([C:27]([OH:61])([CH2:31][C:32]2[N:33]([C:42]([C:55]3[CH:60]=[CH:59][CH:58]=[CH:57][CH:56]=3)([C:49]3[CH:54]=[CH:53][CH:52]=[CH:51][CH:50]=3)[C:43]3[CH:48]=[CH:47][CH:46]=[CH:45][CH:44]=3)[CH:34]=[C:35]([CH2:37][C:38]([CH3:41])([CH3:40])[CH3:39])[N:36]=2)[CH:28]([F:30])[F:29])=[CH:23][CH:22]=1.[F-].[Cs+]>O1CCCC1.[Pd](Cl)Cl.C1(P(C2C=CC=CC=2)C2C=CC=CC=2)C=CC=CC=1.C1(P(C2C=CC=CC=2)C2C=CC=CC=2)C=CC=CC=1>[CH3:39][C:38]([CH3:41])([CH3:40])[CH2:37][C:35]1[N:36]=[C:32]([CH2:31][C:27]([C:24]2[CH:25]=[CH:26][C:21]([C:6]3[N:2]([CH3:1])[N:3]=[CH:4][CH:5]=3)=[CH:22][CH:23]=2)([OH:61])[CH:28]([F:29])[F:30])[N:33]([C:42]([C:49]2[CH:50]=[CH:51][CH:52]=[CH:53][CH:54]=2)([C:55]2[CH:60]=[CH:59][CH:58]=[CH:57][CH:56]=2)[C:43]2[CH:44]=[CH:45][CH:46]=[CH:47][CH:48]=2)[CH:34]=1 |f:2.3,5.6.7|. Procedure details: Bis(triphenylphosphine) palladium (II) chloride (49 mg, 0.07 mmol) was added to a degassed, ambient temperature solution of 1-methyl-5-(tributylstannyl)-1H-pyrazole (259 mg, 0.70 mmol) and 2-(4-bromophenyl)-3-[4-(2,2-dimethylpropyl)-1-trityl-1H-imidazol-2-yl]-1,1-difluoropropan-2-ol (483 mg, 0.77 mmol) in tetrahydrofuran (15 mL). After stirring at 75° C. overnight, the reaction mixture was cooled and cesium fluoride (50% on celite) was added. After stirring vigorously at ambient temperature for ... Reactants: [Cl-].[NH4+] (ammonium chloride), C(C)O (ethanol), O (water), [N+](=O)([O-])C1=C(OC=2C3=C(N=CN2)NC(=C3C)C)C=CC=C1 (4-(nitrophenoxy)-5,6-dimethyl-7H-pyrrolo[2,3-d]-pyrimidine). Reagents/catalysts: [Fe] (iron). Run in C(C)(=O)OCC (ethyl acetate), O1CCCC1 (tetrahydrofuran). Conditions: temperature 78.5 celsius, time 1.5 hour. The product is NC1=C(OC=2C3=C(N=CN2)NC(=C3C)C)C=CC=C1 (4-(Aminophenoxy)-5,6-dimethyl-7H-pyrrolo[2,3-d]-pyrimidine). Isolated yield 30.7%. Reaction SMILES: [Cl-].[NH4+].C(O)C.O.[N+:7]([C:10]1[CH:27]=[CH:26][CH:25]=[CH:24][C:11]=1[O:12][C:13]1[C:14]2[C:21]([CH3:22])=[C:20]([CH3:23])[NH:19][C:15]=2[N:16]=[CH:17][N:18]=1)([O-])=O>[Fe].C(OCC)(=O)C.O1CCCC1>[NH2:7][C:10]1[CH:27]=[CH:26][CH:25]=[CH:24][C:11]=1[O:12][C:13]1[C:14]2[C:21]([CH3:22])=[C:20]([CH3:23])[NH:19][C:15]=2[N:16]=[CH:17][N:18]=1 |f:0.1|. Procedure details: After adding iron powder (0.1 g), ammonium chloride (0.2 g), ethanol (4 ml) and water (1 ml) to the 4-(nitrophenoxy)-5,6-dimethyl-7H-pyrrolo[2,3-d]-pyrimidine (80 mg) synthesized by the intermediate synthesis method described above, the mixture was stirred at 75-82° C. for 1.5 hours. After returning the reaction system to room temperature and adding tetrahydrofuran (3 ml) and ethyl acetate (3 ml), the mixture was filtered with celite, the filtrate was subjected to liquid separation, and the orga...